describe an organic reaction: reactants, conditions, products, and yield From a dataset of the Open Reaction Database (ORD), a public repository of structured organic reaction records. Starting materials: C1(CC1)NCC=1C(=CC(=C(C1)F)F)OC (cyclopropyl(4,5-difluoro-2-anisyl)amine), [H-].[Na+] (sodium hydride), CN(C=O)C (dimethylformamide), CI (methyl iodide). Run at temperature 40 celsius, time 20 hour. Yields the product C1(CC1)NCCC=1C(=CC(=C(C1)F)F)OC (Cyclopropyl-(4,5-difluoro-2-anisyl)methylamine). As a reaction SMILES: [CH:1]1([NH:4][CH2:5][C:6]2[C:7](OC)=[CH:8][C:9]([F:13])=[C:10]([F:12])[CH:11]=2)[CH2:3][CH2:2]1.[H-].[Na+].[CH3:18]I.CN(C)[CH:22]=[O:23]>>[CH:1]1([NH:4][CH2:5][CH2:6][C:7]2[C:18]([O:23][CH3:22])=[CH:11][C:10]([F:12])=[C:9]([F:13])[CH:8]=2)[CH2:2][CH2:3]1 |f:1.2|. Procedure: 2 g of cyclopropyl(4,5-difluoro-2-anisyl)amine and 0.48 g of sodium hydride are stirred in 10 ml of dimethylformamide for 20 min at ambient temperature, 1.25 ml of methyl iodide are subsequently added and the mixture is additionally stirred for 20 h at 40° C. After filtering and evaporating, the reaction mixture is taken up in diethyl ether and the organic phase is washed with water, dried with magnesium sulfate and evaporated to dryness. Cyclopropyl-(4,5-difluoro-2-anisyl)methylamine is thus ob... The reactants are O=C(O)C=CC(=O)O, CO, CC(C)=O, CN(C)Cc1ccc(CSC(=N)N)o1, CNC(=C[N+](=O)[O-])NCCCl, [K+], [OH-], O. Product: CNC(=C[N+](=O)[O-])NCCSCc1ccc(CN(C)C)o1. RXN SMILES: [C:1]([OH:2])(=[O:3])[CH:4]=[CH:5][C:6]([OH:7])=[O:8].[CH3:37][OH:38].[CH3:39][C:40](=[O:41])[CH3:42].[CH3:9][N:10]([CH3:11])[CH2:12][c:13]1[cH:14][cH:15][c:16]([CH2:18][S:19][C:20](=[NH:21])[NH2:22])[o:17]1.[Cl:23][CH2:24][CH2:25][NH:26][C:27](=[CH:28][N+:29](=[O:30])[O-:31])[NH:32][CH3:33].[K+:35].[OH-:34].[OH2:36]>>[CH3:9][N:10]([CH3:11])[CH2:12][c:13]1[cH:14][cH:15][c:16]([CH2:18][S:19][CH2:20][CH2:25][NH:26][C:27](=[CH:28][N+:29](=[O:30])[O-:31])[NH:32][CH3:33])[o:17]1. The reactants are C1(CCCCC1)C(=O)Cl (Cyclohexanecarbonylchloride), FC=1C=C(N)C=CC1[N+](=O)[O-] (3-Fluoro-4-Nitroaniline). Run in C(Cl)Cl (CH2Cl2), C(Cl)Cl (CH2Cl2), C(Cl)Cl.C1CCOC1 (CH2Cl2 THF), N1=CC=CC=C1 (pyridine). Conditions: time 3 hour. Product: C1(CCCCC1)C(=O)NC1=CC(=C(C=C1)[N+](=O)[O-])F (cyclohexyl-N-(3-fluoro-4-nitrophenyl)carboxamide), product. Isolated yield 81.0%. Reaction SMILES: [F:1][C:2]1[CH:3]=[C:4]([CH:6]=[CH:7][C:8]=1[N+:9]([O-:11])=[O:10])[NH2:5].[CH:12]1([C:18](Cl)=[O:19])[CH2:17][CH2:16][CH2:15][CH2:14][CH2:13]1>C(Cl)Cl.C1COCC1.N1C=CC=CC=1.C(Cl)Cl>[CH:12]1([C:18]([NH:5][C:4]2[CH:6]=[CH:7][C:8]([N+:9]([O-:11])=[O:10])=[C:2]([F:1])[CH:3]=2)=[O:19])[CH2:17][CH2:16][CH2:15][CH2:14][CH2:13]1 |f:2.3|. Procedure details: 3-Fluoro-4-Nitroaniline (1 mmol, 0.15 g) was dissolved in a 3:1 mixture of CH2Cl2/THF (4 mL) and pyridine (0.2 mL) was added to the mixture, which was cooled in an ice-water bath under nitrogen. Cyclohexanecarbonylchloride (1.1 mmol, 0.162 g) was dissolved in CH2Cl2 (1 mL) and added dropwise to the above solution at 4° C. and stirred at room temperature for 3 h. The reaction mixture was diluted with CH2Cl2 (50 mL) and washed with 1N HCl, 10% NaHCO3, brine and water, dried over Na2SO4 and the sol... The reactants are [H-].[K+] (potassium hydride), BrC=1C=C2C(=CNC2=CC1)C1CCN(CC1)C (5-bromo-3-(1-methylpiperidin-4-yl)-1H-indole), CN(C=O)C (N,N-dimethylformamide), C(C)(C)(C)[Li] (tert-butyl lithium). Run in O1CCCC1 (tetrahydrofuran), O1CCCC1 (tetrahydrofuran), O1CCCC1 (tetrahydrofuran). Run at temperature 0 celsius, time 30 minute. The product is C(=O)C=1C=C2C(=CNC2=CC1)C1CCN(CC1)C (5-Formyl-3-(1-Methylpiperidin-4-yl)-1H-Indole). The yield is 45.5%. As a reaction SMILES: [H-].[K+].Br[C:4]1[CH:5]=[C:6]2[C:10](=[CH:11][CH:12]=1)[NH:9][CH:8]=[C:7]2[CH:13]1[CH2:18][CH2:17][N:16]([CH3:19])[CH2:15][CH2:14]1.C([Li])(C)(C)C.CN(C)[CH:27]=[O:28]>O1CCCC1>[CH:27]([C:4]1[CH:5]=[C:6]2[C:10](=[CH:11][CH:12]=1)[NH:9][CH:8]=[C:7]2[CH:13]1[CH2:18][CH2:17][N:16]([CH3:19])[CH2:15][CH2:14]1)=[O:28] |f:0.1|. Procedure: To a slurry of potassium hydride (20% suspension in mineral oil, 4.30 g, 21.50 mmol) in 80 mL of anhydrous tetrahydrofuran at 0° C. was slowly added dropwise 5-bromo-3-(1-methylpiperidin-4-yl)-1H-indole (6.0 g, 20.5 mmol) in 80 mL of anhydrous tetrahydrofuran. After stirring at 0° C. for 30 minutes, the mixture was cooled to −78° C., and tert-butyl lithium (1.7 M solution in pentane, 45.0 mmol, 26.5 mL) was added dropwise. After 15 minutes, a solution of anhydrous N,N-dimethylformamide (30.7 mmo... Reactants: N1=CC=CC2=C1NC1=C(NC2)C=CC=C1 (6,11-dihydro-5H-pyrido[2,3-b][1,5]benzodiazepine), C([O-])([O-])=O.[K+].[K+] (potassium carbonate), CN(C=O)C (dimethylformamide), BrC1=C(C(=O)Cl)C=CC(=C1)F (2-bromo4-fluorobenzoyl chloride), CN(C=O)C (dimethylformamide), crude material. Run in O (water), ClCCl (dichloromethane). Reaction conditions: time 75 minute. Product: BrC1=C(C=CC(=C1)N1N=C(C=C1)C)C(=O)N1CC2=C(NC3=C1C=CC=C3)N=CC=C2 ([2-Bromo-4-(3-methyl-pyrazol-1-yl)-phenyl]-(5,11-dihydro-pyrido [2,3-b][1,5]benzodiazepin-6-yl)-methanone), material. Yield: 59.5%. As a reaction SMILES: [N:1]1[C:6]2[NH:7][C:8]3[CH:15]=[CH:14][CH:13]=[CH:12][C:9]=3[NH:10][CH2:11][C:5]=2[CH:4]=[CH:3][CH:2]=1.C(=O)([O-])[O-].[K+].[K+].[Br:22][C:23]1[CH:31]=[C:30](F)[CH:29]=[CH:28][C:24]=1[C:25](Cl)=[O:26].C[N:34]([CH3:37])C=O>O.ClCCl>[Br:22][C:23]1[CH:31]=[C:30]([N:34]2[CH:37]=[CH:9][C:8]([CH3:15])=[N:7]2)[CH:29]=[CH:28][C:24]=1[C:25]([N:10]1[C:9]2[CH:12]=[CH:13][CH:14]=[CH:15][C:8]=2[NH:7][C:6]2[N:1]=[CH:2][CH:3]=[CH:4][C:5]=2[CH2:11]1)=[O:26] |f:1.2.3|. Procedure details: To a solution of 6,11-dihydro-5H-pyrido[2,3-b][1,5]benzodiazepine of Example 1, Step B (5.15 g, 26.1 mmol) in dimethylformamide (70 mL) under nitrogen was added potassium carbonate (7.95 g, 57.51 mmol). The mixture was cooled and treated dropwise with a solution of crude 2-bromo4-fluorobenzoyl chloride of Step A (31.37 mmol) in dimethylformamide (30 mL). After stirring at room temperature for 75 minutes the mixture was diluted with water and extracted with dichloromethane. The organic extracts w...